From a dataset of the Open Reaction Database (ORD), a public repository of structured organic reaction records. describe an organic reaction: reactants, conditions, products, and yield Reactants: C1(=CC=CC=C1)C(CC)O (1-phenylpropyl alcohol), C1CCOC1 (THF), CON=C(C1=C(C=CC=C1)O)N1C=NC=C1 (2-hydroxy-α-(1-imidazolyl)benzaldehyde O-methyloxime), N(=NC(=O)OCC)C(=O)OCC (diethyl azodicarboxylate). Run in CCOCC (ether). Reaction conditions: time 2 hour. Product: CON=C(C1=C(C=CC=C1)OC(CC)C1=CC=CC=C1)N1C=NC=C1 (α-(1-imidazolyl)-2-(1-phenylpropyloxy)benzaldehyde O-methyloxime). As a reaction SMILES: [C:1]1([CH:7]([OH:10])[CH2:8][CH3:9])[CH:6]=[CH:5][CH:4]=[CH:3][CH:2]=1.C1COCC1.[CH3:16][O:17][N:18]=[C:19]([N:27]1[CH:31]=[CH:30][N:29]=[CH:28]1)[C:20]1[CH:25]=[CH:24][CH:23]=[CH:22][C:21]=1O.N(C(OCC)=O)=NC(OCC)=O>CCOCC>[CH3:16][O:17][N:18]=[C:19]([N:27]1[CH:31]=[CH:30][N:29]=[CH:28]1)[C:20]1[CH:25]=[CH:24][CH:23]=[CH:22][C:21]=1[O:10][CH:7]([C:1]1[CH:6]=[CH:5][CH:4]=[CH:3][CH:2]=1)[CH2:8][CH3:9]. Procedure details: Thriphenylphosphine (1.05 g), 1-phenylpropyl alcohol 0.54 g) and THF (20 ml) were added to 2-hydroxy-α-(1-imidazolyl)benzaldehyde O-methyloxime (0.43 g), and diethyl azodicarboxylate (0.70 g) was added under ice-cooling over 10 minutes. then the mixture was stirred at room temperature for 2 hours. After completion of the reaction, ether (100 ml) was added, the mixture was washed with water (80 ml) twice, and the ether layer was concentrated under reduced pressure. the resulting crude product was... Reactants: ClC1=NC=2C=C(C(=CC2C=2N1C=NN2)OC)OC (5-chloro-8,9-dimethoxy-1,2,4-triazolo[4,3-c]quinazoline), N1CCOCC1 (morpholine). Solvent: C(C)O (ethanol). Product: O1CCN(CC1)C1=NC=2C=C(C(=CC2C=2N1C=NN2)OC)OC (5-morpholino-8,9-dimethoxy-1,2,4-triazolo[4,3-c]quinazoline). Reaction SMILES: Cl[C:2]1[N:11]2[CH:12]=[N:13][N:14]=[C:10]2[C:9]2[CH:8]=[C:7]([O:15][CH3:16])[C:6]([O:17][CH3:18])=[CH:5][C:4]=2[N:3]=1.[NH:19]1[CH2:24][CH2:23][O:22][CH2:21][CH2:20]1>C(O)C>[O:22]1[CH2:23][CH2:24][N:19]([C:2]2[N:11]3[CH:12]=[N:13][N:14]=[C:10]3[C:9]3[CH:8]=[C:7]([O:15][CH3:16])[C:6]([O:17][CH3:18])=[CH:5][C:4]=3[N:3]=2)[CH2:20][CH2:21]1. Procedure details: A mixture of 10.0 g. of 5-chloro-8,9-dimethoxy-1,2,4-triazolo[4,3-c]quinazoline, 38.8 g. of morpholine and 100 ml. of ethanol is refluxed for 1.5 hours and the resulting mixture evaporated in vacuo to dryness. The residue is taken up with ethanol and diethyl ether and filtered. The resulting solid is then recrystallized from benzene, filtered, washed with diethyl ether, recrystallized from ethanol and dried in a high vacuum to obtain 5-morpholino-8,9-dimethoxy-1,2,4-triazolo[4,3-c]quinazoline, m...